Dataset: the Open Reaction Database (ORD), a public repository of structured organic reaction records. Task: describe an organic reaction: reactants, conditions, products, and yield Starting materials: CCO, [H][H], O=[N+]([O-])c1cccc(-c2nnn[nH]2)c1. Product: Nc1cccc(-c2nnn[nH]2)c1. Reaction SMILES: [CH3:17][CH2:18][OH:19].[H:15][H:16].[N+:1]([O-:2])(=[O:3])[c:4]1[cH:5][c:6](-[c:10]2[n:11][n:12][n:13][nH:14]2)[cH:7][cH:8][cH:9]1>>[NH2:1][c:4]1[cH:5][c:6](-[c:10]2[n:11][n:12][n:13][nH:14]2)[cH:7][cH:8][cH:9]1. The reactants are Intermediate 14, NC=1C(=C(C=CC1)C=1N=C(SC1C1=NC(=NC=C1)N)C(C)(C)C)F (4-[4-(3-amino-2-fluorophenyl)-2-(1,1-dimethylethyl)-1,3-thiazol-5-yl]-2-pyrimidinamine), FC1=C(C=CC=C1)S(=O)(=O)Cl (2-fluorobenzenesulfonyl chloride). The product is NC1=NC=CC(=N1)C1=C(N=C(S1)C(C)(C)C)C=1C(=C(C=CC1)NS(=O)(=O)C1=C(C=CC=C1)F)F (N-{3-[5-(2-Amino-4-pyrimidinyl)-2-(1,1-dimethylethyl)-1,3-thiazol-4-yl]-2-fluorophenyl}-2-fluorobenzenesulfonamide). Reaction SMILES: [NH2:1][C:2]1[C:3]([F:24])=[C:4]([C:8]2[N:9]=[C:10]([C:20]([CH3:23])([CH3:22])[CH3:21])[S:11][C:12]=2[C:13]2[CH:18]=[CH:17][N:16]=[C:15]([NH2:19])[N:14]=2)[CH:5]=[CH:6][CH:7]=1.[F:25][C:26]1[CH:31]=[CH:30][CH:29]=[CH:28][C:27]=1[S:32](Cl)(=[O:34])=[O:33]>>[NH2:19][C:15]1[N:14]=[C:13]([C:12]2[S:11][C:10]([C:20]([CH3:21])([CH3:23])[CH3:22])=[N:9][C:8]=2[C:4]2[C:3]([F:24])=[C:2]([NH:1][S:32]([C:27]3[CH:28]=[CH:29][CH:30]=[CH:31][C:26]=3[F:25])(=[O:34])=[O:33])[CH:7]=[CH:6][CH:5]=2)[CH:18]=[CH:17][N:16]=1. Procedure: Following a procedure analogous to the procedure described in Intermediate 14 using 4-[4-(3-amino-2-fluorophenyl)-2-(1,1-dimethylethyl)-1,3-thiazol-5-yl]-2-pyrimidinamine (0.082 g, 0.239 mmol) and 2-fluorobenzenesulfonyl chloride (0.051 g, 0.263 mmol) the title compound, N-{3-[5-(2-amino-4-pyrimidinyl)-2-(1,1-dimethylethyl)-1,3-thiazol-4-yl]-2-fluorophenyl}-2-fluorobenzenesulfonamide was obtained (66 mg, 0.125 mmol, 52.4% yield). 1H NMR (400 MHz, DMSO-d6) δ ppm 10.57 (s, 1H), 7.98 (d, J=5.3 Hz, ... Reactants: O.C([O-])([O-])=O.[Na+].[Na+] (sodium carbonate monohydrate), OO (hydrogen peroxide). The product is C(=O)([O-])[O-].C(=O)([O-])[O-].OO.OO.OO.[Na+].[Na+].[Na+].[Na+] (sodium percarbonate). Reaction SMILES: [OH2:1].[C:2](=[O:5])([O-:4])[O-:3].[Na+:6].[Na+].[OH:8]O>>[C:2]([O-:5])([O-:4])=[O:3].[C:2]([O-:5])([O-:4])=[O:3].[OH:1][OH:8].[OH:1][OH:8].[OH:1][OH:8].[Na+:6].[Na+:6].[Na+:6].[Na+:6] |f:0.1.2.3,5.6.7.8.9.10.11.12.13|. Reported procedure: The sodium carbonate monohydrate, prepared in Example 1, was subsequently reacted with hydrogen peroxide to form sodium percarbonate. For this purpose, in each case a weighed amount (about 2,000 g) of sodium carbonate monohydrate was filled into a mixer with kneader (Loedige mixer). Per mole of sodium carbonate monohydrate weighed out, 1.5 moles of aqueous hydrogen peroxide (60% by weight) were weighed out and stabilized by the addition of Turpinal SL (60% by weight) (amount: 5.75% by weight of ... Reactants: CCOP(=O)(CC#N)OCC, Cc1ccnc(-c2ccc(C=O)c([N+](=O)[O-])c2)c1, [H-], [Na+], C1CCOC1, O. Yields the product Cc1ccnc(-c2ccc(C=CC#N)c([N+](=O)[O-])c2)c1. Reaction SMILES: [C:3](#[N:4])[CH2:5][P:6](=[O:7])([O:8][CH2:9][CH3:10])[O:11][CH2:12][CH3:13].[CH3:14][c:15]1[cH:16][c:17](-[c:21]2[cH:22][c:23]([N+:29](=[O:30])[O-:31])[c:24]([CH:25]=[O:26])[cH:27][cH:28]2)[n:18][cH:19][cH:20]1.[H-:1].[Na+:2].[O:33]1[CH2:34][CH2:35][CH2:36][CH2:37]1.[OH2:32]>>[C:3](#[N:4])[CH:5]=[CH:25][c:24]1[c:23]([N+:29](=[O:30])[O-:31])[cH:22][c:21](-[c:17]2[cH:16][c:15]([CH3:14])[cH:20][cH:19][n:18]2)[cH:28][cH:27]1.